From a dataset of the Open Reaction Database (ORD), a public repository of structured organic reaction records. describe an organic reaction: reactants, conditions, products, and yield Starting materials: OCN1C=CC2=C(C=CC=C12)O (1-Hydroxymethyl-4-hydroxy-indole), C(C1=CC=CC=C1)OC1=C2C=CNC2=CC=C1 (4-benzyloxyindole), C=O (formaldehyde), [OH-].[Na+] (NaOH). The solvent is CCO (EtOH). The product is C(C1=CC=CC=C1)OC1=C2C=CN(C2=CC=C1)CO (4-benzyloxy-1-hydroxymethylindole). As a reaction SMILES: [OH:1][CH2:2][N:3]1[C:11]2[C:6](=[C:7]([OH:12])[CH:8]=[CH:9][CH:10]=2)[CH:5]=[CH:4]1.[CH2:13](OC1C=CC=C2C=1C=CN2)[C:14]1[CH:19]=[CH:18][CH:17]=[CH:16][CH:15]=1.C=O.[OH-].[Na+]>CCO>[CH2:13]([O:12][C:7]1[CH:8]=[CH:9][CH:10]=[C:11]2[C:6]=1[CH:5]=[CH:4][N:3]2[CH2:2][OH:1])[C:14]1[CH:19]=[CH:18][CH:17]=[CH:16][CH:15]=1 |f:3.4|. Procedure: 1-Hydroxymethyl-4-hydroxy-indole: A solution of 4-benzyloxyindole (1.0 g, 4.48 mmol), formaldehyde (2.0 mL, 26.8 mmol) and 2 N NaOH (2.24 mL, 4.48 mmol) in 10 mL EtOH was stirred at the room temperature for 4 h. The solvent was removed in vacuo. The crude material was purified by flash column chromatography (3:1, hexane:ethyl acetate) to yield 1.13 g of 4-benzyloxy-1-hydroxymethylindole, which was hydrogenated by 5% Pd/C in 40 mL methanol under H2 (50 psi) to yield 580 mg (79.5%) of the title co... Starting materials: B, C1CCOC1, O=C(C1COc2ccccc2O1)N1CCCC(c2ccc(F)cc2)C1. The product is Fc1ccc(C2CCCN(CC3COc4ccccc4O3)C2)cc1. As a reaction SMILES: [BH3:26].[CH2:27]1[O:28][CH2:29][CH2:30][CH2:31]1.[O:1]1[CH:2]([C:11](=[O:12])[N:13]2[CH2:14][CH:15]([c:19]3[cH:20][cH:21][c:22]([F:25])[cH:23][cH:24]3)[CH2:16][CH2:17][CH2:18]2)[CH2:3][O:4][c:5]2[c:6]1[cH:7][cH:8][cH:9][cH:10]2>>[O:1]1[CH:2]([CH2:11][N:13]2[CH2:14][CH:15]([c:19]3[cH:20][cH:21][c:22]([F:25])[cH:23][cH:24]3)[CH2:16][CH2:17][CH2:18]2)[CH2:3][O:4][c:5]2[c:6]1[cH:7][cH:8][cH:9][cH:10]2. Reactants: C(=O)(OC(C)(C)C)N[C@@H](CC(C)C)C=O (Boc-L-leucinal), C(C1=CC=CC=C1)OC1=CC=C(C=C1)N(C1CCNCC1)CC=C(C)C ((4-Benzyloxy-phenyl)-(3-methyl-but-2-enyl)-piperidin-4-yl-amine), [BH-](OC(=O)C)(OC(=O)C)OC(=O)C.[Na+] (NaBH(OAc)3). The solvent is CCOC(=O)C (EtOAc), C(Cl)Cl (CH2Cl2). Reaction conditions: temperature 0 celsius, time 15 minute. The product is N[C@H](CN1CCC(CC1)N(CC=C(C)C)C1=CC=C(C=C1)OCC1=CC=CC=C1)CC(C)C ((S)-[1-(2-Amino-4-methyl-pentyl)-piperidin-4-yl]-(4-benzyloxy-phenyl)-(3-methyl-but-2enyl)-amine). Yield: 70.3%. Reaction SMILES: C([NH:8][C@H:9]([CH:14]=O)[CH2:10][CH:11]([CH3:13])[CH3:12])(OC(C)(C)C)=O.[CH2:16]([O:23][C:24]1[CH:29]=[CH:28][C:27]([N:30]([CH2:37][CH:38]=[C:39]([CH3:41])[CH3:40])[CH:31]2[CH2:36][CH2:35][NH:34][CH2:33][CH2:32]2)=[CH:26][CH:25]=1)[C:17]1[CH:22]=[CH:21][CH:20]=[CH:19][CH:18]=1.[BH-](OC(C)=O)(OC(C)=O)OC(C)=O.[Na+]>C(Cl)Cl.CCOC(C)=O>[NH2:8][C@@H:9]([CH2:10][CH:11]([CH3:12])[CH3:13])[CH2:14][N:34]1[CH2:33][CH2:32][CH:31]([N:30]([C:27]2[CH:26]=[CH:25][C:24]([O:23][CH2:16][C:17]3[CH:18]=[CH:19][CH:20]=[CH:21][CH:22]=3)=[CH:29][CH:28]=2)[CH2:37][CH:38]=[C:39]([CH3:41])[CH3:40])[CH2:36][CH2:35]1 |f:2.3|. Procedure details: Boc-L-leucinal (0.78 g, 3.64 mmol) was treated with a solution of (4-Benzyloxy-phenyl)-(3-methyl-but-2-enyl)-piperidin-4-yl-amine (1.28 g, 3.64 mmol) in CH2Cl2 (36 mL), stirred 15 minutes, cooled to 0° C., and treated with NaBH(OAc)3 (1.16 g, 5.46 mmol). The reaction was allowed to warm to RT as ice melted and stir 4 hours. The reaction was diluted with EtOAc (200 mL), washed with saturated bicarbonate solution, and brine, dried over Na2SO4, and concentrated. The residue was chromatographed on s... Starting materials: C1=CC=C(C=C1)[C@H](C(=O)O)N (D-2-Phenylglycine), COC1=CC=C(COC(=O)N=[N+]=[N-])C=C1 (p-methoxybenzyloxycarbonylazide). Yields the product C1(=CC=CC=C1)CC(=O)O (phenylacetic acid). As a reaction SMILES: [CH:1]1[CH:6]=[CH:5][C:4]([C@@H:7](N)[C:8]([OH:10])=[O:9])=[CH:3][CH:2]=1.COC1C=CC(COC(N=[N+]=[N-])=O)=CC=1>>[C:4]1([CH2:7][C:8]([OH:10])=[O:9])[CH:5]=[CH:6][CH:1]=[CH:2][CH:3]=1. Procedure details: D-2-Phenylglycine and p-methoxybenzyloxycarbonylazide are reacted according to the procedure of example 1(a) to yield D-2-[[[(4-methoxyphenyl)methoxyphenyl)methoxy]carbonyl]amino]-phenylacetic acid.